describe an organic reaction: reactants, conditions, products, and yield From a dataset of the Open Reaction Database (ORD), a public repository of structured organic reaction records. Reaction SMILES: [C:13](=[O:14])([O-:15])[O-:16].[CH3:19][C:20](=[O:21])[CH3:22].[Cl:9][CH2:10][CH2:11][Br:12].[F:1][c:2]1[cH:3][cH:4][c:5]([OH:8])[cH:6][cH:7]1.[K+:17].[K+:18]>>[F:1][c:2]1[cH:3][cH:4][c:5]([O:8][CH2:11][CH2:10][Cl:9])[cH:6][cH:7]1. Yields the product Fc1ccc(OCCCl)cc1. Reactants: O=C([O-])[O-], CC(C)=O, ClCCBr, Oc1ccc(F)cc1, [K+], [K+]. Reactants: FC(C=1C=C(C(=O)Cl)C=C(C1)C(F)(F)F)(F)F (3,5-bis(trifluoromethyl)benzoyl chloride), Cl.ClC1=CC=C(C=C1)[C@@H]1[C@@H](CNCC1)C1=CC=CC=C1 (rac-cis-4-(4-chloro-phenyl)-3-phenyl-piperidine hydrochloride). Procedure: The title compound, MS: m/e=512.2 (M+), was prepared in accordance with the general method of example 1 from 3,5-bis(trifluoromethyl)benzoyl chloride and rac-cis-4-(4-chloro-phenyl)-3-phenyl-piperidine hydrochloride. Yields the product FC(C=1C=C(C=C(C1)C(F)(F)F)C(=O)N1C[C@H]([C@H](CC1)C1=CC=C(C=C1)Cl)C1=CC=CC=C1)(F)F (Rac-cis-(3,5-Bis-trifluoromethyl-phenyl)-[4-(4-chloro-phenyl)-3-phenyl-piperidin-1-yl]-methanone). As a reaction SMILES: [F:1][C:2]([F:17])([F:16])[C:3]1[CH:4]=[C:5]([CH:9]=[C:10]([C:12]([F:15])([F:14])[F:13])[CH:11]=1)[C:6](Cl)=[O:7].Cl.[Cl:19][C:20]1[CH:25]=[CH:24][C:23]([C@H:26]2[CH2:31][CH2:30][NH:29][CH2:28][C@H:27]2[C:32]2[CH:37]=[CH:36][CH:35]=[CH:34][CH:33]=2)=[CH:22][CH:21]=1>>[F:1][C:2]([F:17])([F:16])[C:3]1[CH:4]=[C:5]([C:6]([N:29]2[CH2:30][CH2:31][C@H:26]([C:23]3[CH:24]=[CH:25][C:20]([Cl:19])=[CH:21][CH:22]=3)[C@H:27]([C:32]3[CH:37]=[CH:36][CH:35]=[CH:34][CH:33]=3)[CH2:28]2)=[O:7])[CH:9]=[C:10]([C:12]([F:15])([F:14])[F:13])[CH:11]=1 |f:1.2|. Starting materials: Cc1cc(C)c(Br)c(C)c1, [Li]C(C)(C)C, Cc1ccnc(Cl)n1. Product: Cc1cc(C)c(-c2cc(C)nc(Cl)n2)c(C)c1. As a reaction SMILES: [Br:1][c:2]1[c:3]([CH3:10])[cH:4][c:5]([CH3:9])[cH:6][c:7]1[CH3:8].[C:11]([Li:12])([CH3:13])([CH3:14])[CH3:15].[Cl:16][c:17]1[n:18][cH:19][cH:20][c:21]([CH3:23])[n:22]1>>[c:2]1(-[c:19]2[n:18][c:17]([Cl:16])[n:22][c:21]([CH3:23])[cH:20]2)[c:3]([CH3:10])[cH:4][c:5]([CH3:9])[cH:6][c:7]1[CH3:8]. Starting materials: BrCc1ccccc1, O=C([O-])[O-], c1ccc2c(c1)CCN2, CO, [K+], [K+]. Product: c1ccc(CN2CCc3ccccc32)cc1. Reaction SMILES: [Br:16][CH2:17][c:18]1[cH:19][cH:20][cH:21][cH:22][cH:23]1.[C:10](=[O:11])([O-:12])[O-:13].[CH2:1]1[CH2:2][c:3]2[cH:4][cH:5][cH:6][cH:7][c:8]2[NH:9]1.[CH3:24][OH:25].[K+:14].[K+:15]>>[CH2:1]1[CH2:2][c:3]2[cH:4][cH:5][cH:6][cH:7][c:8]2[N:9]1[CH2:17][c:18]1[cH:19][cH:20][cH:21][cH:22][cH:23]1. Reactants: ClC=1C=C2CCC=C(C2=CC1)C#N (6-Chloro-3,4-dihydronaphthalene-1-carbonitrile). Run in CCO (EtOH), Cl (HCl). Product: Cl.ClC=1C=C2CCCC(C2=CC1)CN (6-Chloro-1-aminomethyl tetralin hydrochloride). Reaction SMILES: [Cl:1][C:2]1[CH:3]=[C:4]2[C:9](=[CH:10][CH:11]=1)[C:8]([C:12]#[N:13])=[CH:7][CH2:6][CH2:5]2>CCO.Cl>[ClH:1].[Cl:1][C:2]1[CH:3]=[C:4]2[C:9](=[CH:10][CH:11]=1)[CH:8]([CH2:12][NH2:13])[CH2:7][CH2:6][CH2:5]2 |f:3.4|. Procedure: The product from Example 46 was catalytically reduced with Pt2O at 4 atms. pressure in EtOH and HCl, affording the desired product. The reactants are BrC1=C(C(=O)OC)C=CC=C1C (Methyl 2-bromo-methyl-benzoate), C1(=CC=CC=C1)C1C2=C(CNC1)SC=C2 (4-phenyl-4,5,6,7-tetrahydro-thieno[2,3-c]pyridine), CCCCCC.C1CCCCC1 (hexane cyclohexane). Yields the product COC(=O)C1=C(SC=2CNCC(C21)C2=CC=CC=C2)CC2=CC=CC=C2 (Methoxycarbonylbenzyl-4-phenyl-4,5,6,7-tetrahydro-thieno[2,3-c]pyridine). Yield: 68.0%. As a reaction SMILES: BrC1C(C)=CC=CC=1[C:4]([O:6][CH3:7])=[O:5].[C:13]1([CH:19]2[CH2:24][NH:23][CH2:22][C:21]3[S:25][CH:26]=[CH:27][C:20]2=3)[CH:18]=[CH:17][CH:16]=[CH:15][CH:14]=1.[CH3:28][CH2:29][CH2:30][CH2:31][CH2:32][CH3:33].[CH2:34]1CCCCC1>>[CH3:7][O:6][C:4]([C:27]1[C:20]2[CH:19]([C:13]3[CH:14]=[CH:15][CH:16]=[CH:17][CH:18]=3)[CH2:24][NH:23][CH2:22][C:21]=2[S:25][C:26]=1[CH2:34][C:30]1[CH:29]=[CH:28][CH:33]=[CH:32][CH:31]=1)=[O:5] |f:2.3|. Procedure: Methyl 2-bromo-methyl-benzoate is condensed with 4-phenyl-4,5,6,7-tetrahydro-thieno[2,3-c]pyridine (Example 3), according to the procedure of Example 8. Base: M.p. = 90° C (hexane-cyclohexane); Yield: 68%. Reactants: BrC1=C(C(=CC=2N(C(=NC21)NC(C)C)[C@@H]2[C@@H](OC(C)=O)[C@@H](OC(C)=O)[C@@H](O2)COC(C)=O)Cl)Cl (4-Bromo-5,6-dichloro-2-(isopropylamino)-1-(2,3,5-tri-O-acetyl-beta-L-ribofuranosyl)-1H-benzimidazole), CO (methanol), C([O-])([O-])=O.[Na+].[Na+] (sodium carbonate), O (water). Solvent: C(C)O (ethanol). The product is BrC1=C(C(=CC=2N(C(=NC21)NC(C)C)[C@@H]2[C@@H](O)[C@@H](O)[C@@H](O2)CO)Cl)Cl (4-Bromo-5,6-dichloro-2-(isopropylamino)-1-(beta-L-ribofuranosyl)-1H-benzimidazole). Isolated yield 70.3%. RXN SMILES: [Br:1][C:2]1[C:10]2[N:9]=[C:8]([NH:11][CH:12]([CH3:14])[CH3:13])[N:7]([C@H:15]3[O:27][C@@H:26]([CH2:28][O:29]C(=O)C)[C@H:21]([O:22]C(=O)C)[C@@H:16]3[O:17]C(=O)C)[C:6]=2[CH:5]=[C:4]([Cl:33])[C:3]=1[Cl:34].C(=O)([O-])[O-].[Na+].[Na+].O.CO>C(O)C>[Br:1][C:2]1[C:10]2[N:9]=[C:8]([NH:11][CH:12]([CH3:14])[CH3:13])[N:7]([C@H:15]3[O:27][C@@H:26]([CH2:28][OH:29])[C@H:21]([OH:22])[C@@H:16]3[OH:17])[C:6]=2[CH:5]=[C:4]([Cl:33])[C:3]=1[Cl:34] |f:1.2.3|. Reported procedure: 4-Bromo-5,6-dichloro-2-(isopropylamino)-1-(2,3,5-tri-O-acetyl-beta-L-ribofuranosyl)-1H-benzimidazole (1.16 g, 2.0 mmol), sodium carbonate (0.28 g, 2.64 mmol), water (4 mL), methanol (6 mL), and ethanol (8 mL) were used according to general procedure III. The product was purified by silica gel chromatography using 10:1 dichloromethane/methanol to afford 0.64 g (70%) of a white powder; m.p. 221-222° C. Anal. Calcd for C15H18BrCl2N3O4: C, 39.59; H, 3.99; N, 9.23. Found: C, 39.42; H, 4.20; N, 9.05.